This data is from the Open Reaction Database (ORD), a public repository of structured organic reaction records. The task is: describe an organic reaction: reactants, conditions, products, and yield Reaction SMILES: N1C=C[CH:4]=[CH:3][CH:2]=1.[C:7]1([C:13]2[CH:21]=[CH:20][C:16]([C:17](Cl)=[O:18])=[CH:15][CH:14]=2)[CH:12]=[CH:11][CH:10]=[CH:9][CH:8]=1.[O:22]1[CH2:26][CH2:25][CH2:24][CH2:23]1>>[C:13]1([C:7]2[CH:12]=[CH:11][CH:10]=[CH:9][CH:8]=2)[CH:21]=[CH:20][C:16]([C:17]([O:22][CH:26]2[CH2:2][CH:3]3[CH2:4][CH:25]2[CH:24]=[CH:23]3)=[O:18])=[CH:15][CH:14]=1. The product is C1(=CC=C(C=C1)C(=O)OC1C2C=CC(C1)C2)C2=CC=CC=C2 (5-(4-biphenylcarbonyloxy)bicyclo[2.2.1]hept-2-ene). Procedure details: 28 g (253.9 m mol) of norbornene alcohol (with an endo form/exo form molar ratio of 8/1) was measured into a 500 mL flask equipped with a dropping funnel, and the air inside the system was replaced with nitrogen. 41 mL (507.8 m mol) of pyridine was then added dropwise and stirred well until dissolved. Subsequently, with the temperature of the reaction system maintained at 4±2° C. by cooling in an ice bath, a solution of 50 g (230.8 m mol) of 4-phenylbenzoyl chloride dissolved in 200 mL of dry TH... The reactants are norbornene alcohol, ice, N1=CC=CC=C1 (pyridine), C1(=CC=CC=C1)C1=CC=C(C(=O)Cl)C=C1 (4-phenylbenzoyl chloride), O1CCCC1 (THF). Reaction conditions: temperature 4 celsius, time 1 hour.